This data is from the Open Reaction Database (ORD), a public repository of structured organic reaction records. The task is: describe an organic reaction: reactants, conditions, products, and yield Reactants: OC1=C(C=CC(=C1CCC)O)C(C)=O (1-(2,4-dihydroxy-3-propylphenyl)ethanone), C([O-])([O-])=O.[Na+].[Na+] (sodium carbonate), [I-].[Na+] (sodium iodide), BrCCC1=CC=C(C=C1)CBr (4-(2-bromoethyl)phenylmethylbromide). Solvent: C(C)C(=O)C (methyl ethyl ketone). The product is OC1=C(C=CC(=C1CCC)OCC1=CC=C(C=C1)CCBr)C(C)=O (1-{2-Hydroxy-3-propyl-4-[4-(2-bromoethyl)phenylmethoxy]phenyl}ethanone). Reaction SMILES: [OH:1][C:2]1[C:7]([CH2:8][CH2:9][CH3:10])=[C:6]([OH:11])[CH:5]=[CH:4][C:3]=1[C:12](=[O:14])[CH3:13].C(=O)([O-])[O-].[Na+].[Na+].[I-].[Na+].[Br:23][CH2:24][CH2:25][C:26]1[CH:31]=[CH:30][C:29]([CH2:32]Br)=[CH:28][CH:27]=1>C(C(C)=O)C>[OH:1][C:2]1[C:7]([CH2:8][CH2:9][CH3:10])=[C:6]([O:11][CH2:32][C:29]2[CH:30]=[CH:31][C:26]([CH2:25][CH2:24][Br:23])=[CH:27][CH:28]=2)[CH:5]=[CH:4][C:3]=1[C:12](=[O:14])[CH3:13] |f:1.2.3,4.5|. Procedure details: To a solution of 1-(2,4-dihydroxy-3-propylphenyl)ethanone (10.0 g; 0.051 m) in dry methyl ethyl ketone (100 ml) was added dried anhydrous sodium carbonate (27 g; 5 mol eq) and sodium iodide (0.5 g). To the stirred suspension was added 4-(2-bromoethyl)phenylmethylbromide (14.2 g; 0.051 m) (literature preparation) and the suspension gently heated at reflux overnight. The cooled suspension was evaporated under reduced pressure, the residue taken up in water and extracted with dichloromethane (×2). ... The reactants are Cc1ccc(O)c(Br)c1, [Na+], O=[N+]([O-])[O-], O, O=S(=O)(O)O. The product is Cc1cc(Br)c(O)c([N+](=O)[O-])c1. Reaction SMILES: [Br:6][c:7]1[c:8]([OH:14])[cH:9][cH:10][c:11]([CH3:13])[cH:12]1.[Na+:1].[O-:2][N+:3]([O-:4])=[O:5].[OH2:20].[S:15](=[O:16])(=[O:17])([OH:18])[OH:19]>>[O-:2][N+:3](=[O:5])[c:9]1[c:8]([OH:14])[c:7]([Br:6])[cH:12][c:11]([CH3:13])[cH:10]1. Starting materials: CN(C)C=O, ClCc1nc2ccccc2s1, ClCCl, [H-], [Na+], Sc1nc2ccccc2[nH]1. Product: c1ccc2[nH]c(SCc3nc4ccccc4s3)nc2c1. Reaction SMILES: [CH3:27][N:28]([CH3:29])[CH:30]=[O:31].[Cl:13][CH2:14][c:15]1[s:16][c:17]2[c:18]([n:19]1)[cH:20][cH:21][cH:22][cH:23]2.[Cl:24][CH2:25][Cl:26].[H-:1].[Na+:2].[n:3]1[c:4]([SH:12])[nH:5][c:6]2[c:7]1[cH:8][cH:9][cH:10][cH:11]2>>[nH:3]1[c:4]([S:12][CH2:14][c:15]2[s:16][c:17]3[c:18]([n:19]2)[cH:20][cH:21][cH:22][cH:23]3)[n:5][c:6]2[c:7]1[cH:8][cH:9][cH:10][cH:11]2. The reactants are Fc1ccc(Br)cc1, CON(C)C(=O)c1cn(-c2cccc(-c3ccccc3Cl)c2)cn1. Yields the product O=C(c1ccc(F)cc1)c1cn(-c2cccc(-c3ccccc3Cl)c2)cn1. RXN SMILES: [Br:25][c:26]1[cH:27][cH:28][c:29]([F:32])[cH:30][cH:31]1.[CH3:1][O:2][N:3]([C:4](=[O:5])[c:6]1[n:7][cH:8][n:9](-[c:11]2[cH:12][c:13](-[c:17]3[c:18]([Cl:23])[cH:19][cH:20][cH:21][cH:22]3)[cH:14][cH:15][cH:16]2)[cH:10]1)[CH3:24]>>[C:4](=[O:5])([c:6]1[n:7][cH:8][n:9](-[c:11]2[cH:12][c:13](-[c:17]3[c:18]([Cl:23])[cH:19][cH:20][cH:21][cH:22]3)[cH:14][cH:15][cH:16]2)[cH:10]1)[c:26]1[cH:27][cH:28][c:29]([F:32])[cH:30][cH:31]1. Starting materials: O=C1CCC(=O)N1Br, ClC(Cl)(Cl)Cl, CCOC(=O)c1ncn2c1c(=O)n(C)c1cc(C(F)(F)F)ccc12. The product is CCOC(=O)c1nc(Br)n2c1c(=O)n(C)c1cc(C(F)(F)F)ccc12. RXN SMILES: [Br:25][N:26]1[C:27](=[O:28])[CH2:29][CH2:30][C:31]1=[O:32].[C:33]([Cl:34])([Cl:35])([Cl:36])[Cl:37].[CH2:1]([CH3:2])[O:3][C:4](=[O:5])[c:6]1[n:7][cH:8][n:9]2[c:10]1[c:11](=[O:24])[n:12]([CH3:23])[c:13]1[cH:14][c:15]([C:19]([F:20])([F:21])[F:22])[cH:16][cH:17][c:18]21>>[CH2:1]([CH3:2])[O:3][C:4](=[O:5])[c:6]1[n:7][c:8]([Br:25])[n:9]2[c:10]1[c:11](=[O:24])[n:12]([CH3:23])[c:13]1[cH:14][c:15]([C:19]([F:20])([F:21])[F:22])[cH:16][cH:17][c:18]21. Starting materials: C=C(CCCCCC)P(OCC)(OCC)=O (diethyl 1-octen-2-yl-phosphonate), CP(CCCP(C)C)C (1,3-bis(dimethylphosphino)propane), C1(=CC=CC=C1)P(CCCP(C1=CC=CC=C1)C1=CC=CC=C1)C1=CC=CC=C1 (1,3-bis(diphenylphosphino)propane). Conditions: time 36 hour. The product is C=C(CCCCCC)P(OCC)(OCC)=O (diethyl 1-octen-2-yl-phosphonate), C(=CCCCCCC)P(OCC)(OCC)=O (diethyl 1-octen-1-yl-phosphonate). As a reaction SMILES: [CH3:1]P(C)CCCP(C)C.C1(P(C2C=CC=CC=2)CCCP(C2C=CC=CC=2)C2C=CC=CC=2)C=CC=CC=1.[CH2:39]=[C:40]([P:47](=[O:54])([O:51][CH2:52][CH3:53])[O:48][CH2:49][CH3:50])[CH2:41][CH2:42][CH2:43][CH2:44][CH2:45][CH3:46]>>[CH2:39]=[C:40]([P:47](=[O:54])([O:51][CH2:52][CH3:53])[O:48][CH2:49][CH3:50])[CH2:41][CH2:42][CH2:43][CH2:44][CH2:45][CH3:46].[CH:40]([P:47](=[O:54])([O:48][CH2:49][CH3:50])[O:51][CH2:52][CH3:53])=[CH:41][CH2:42][CH2:43][CH2:44][CH2:45][CH2:46][CH3:1]. Reported procedure: Example 8 was repeated in the same manner as described except that 1,3-bis(dimethylphosphino)propane was substituted for 1,3-bis(diphenylphosphino)propane and that the reaction was carried out for 36 hours. The proton NMR analysis of the resulting reaction mixture revealed that an isomeric mixture of (a) dimethyl 1-octen-2-yl-phosphonate and (b) dimethyl 1-octen-1-yl-phosphonate was obtained with a yield of 85% and that the weight ratio of the former phosphonate (a) to the latter phosphonate (b)... Starting materials: FC(C1=CC=NC2=CC=CC=C12)(F)F (4-trifluoromethyl-quinoline), OS(=O)(=O)O.[N+](=O)(O)[O-] (H2SO4 HNO3). Product: [N+](=O)([O-])C=1C=CC=C2C(=CC=NC12)C(F)(F)F (8-Nitro-4-trifluoromethyl-quinoline). The yield is 29.0%. Reaction SMILES: [F:1][C:2]([F:14])([F:13])[C:3]1[C:12]2[C:7](=[CH:8][CH:9]=[CH:10][CH:11]=2)[N:6]=[CH:5][CH:4]=1.OS(O)(=O)=O.[N+:20]([O-])([OH:22])=[O:21]>>[N+:20]([C:8]1[CH:9]=[CH:10][CH:11]=[C:12]2[C:7]=1[N:6]=[CH:5][CH:4]=[C:3]2[C:2]([F:1])([F:13])[F:14])([O-:22])=[O:21] |f:1.2|. Procedure details: In a similar fashion using route 11 general procedure 57, 4-trifluoromethyl-quinoline 467 (200 mg, 1.01 mmol) and H2SO4:HNO3 (2:1) gave the title compound (70 mg, 29%) which was used in the next step without further purification.